This data is from the Open Reaction Database (ORD), a public repository of structured organic reaction records. The task is: describe an organic reaction: reactants, conditions, products, and yield Starting materials: [N+](=O)([O-])C1=CC=C(C=C1)N=C=O (p-nitrophenyl isocyanate), [N+](=O)([O-])C1=CC=C(C=C1)N=C=O (p-nitrophenyl isocyanate), NCC=1C=NC=CC1 (3-(aminomethyl)pyridine). Run in C1(=CC=CC=C1)C (toluene). Product: N1=CC(=CC=C1)CNC(=O)NC1=CC=C(C=C1)[N+](=O)[O-] (1-(3-pyridylmethyl)-3-(4-nitrophenyl)urea). The yield is 98.0%. RXN SMILES: [N+:1]([C:4]1[CH:9]=[CH:8][C:7]([N:10]=[C:11]=[O:12])=[CH:6][CH:5]=1)([O-:3])=[O:2].[NH2:13][CH2:14][C:15]1[CH:16]=[N:17][CH:18]=[CH:19][CH:20]=1>C1(C)C=CC=CC=1>[N:17]1[CH:18]=[CH:19][CH:20]=[C:15]([CH2:14][NH:13][C:11]([NH:10][C:7]2[CH:6]=[CH:5][C:4]([N+:1]([O-:3])=[O:2])=[CH:9][CH:8]=2)=[O:12])[CH:16]=1. Reported procedure: A solution of 415 g. of crude p-nitrophenyl isocyanate in 4.5 l. of toluene was stirred at room temperature. The mixture was filtered and 35 g. of insoluble impurity removed. The material in solution was 380 g. (2.32 mol) of purified p-nitrophenyl isocyanate. The solution was stirred under dry nitrogen, and 3-(aminomethyl)pyridine (250 g., 2.32 mol) was added dropwise. An exotherm to 40° C. was noted. The resulting thick suspension was stirred overnight and then vacuum filtered. The product was ... Starting materials: O1C(=CC=C1)CCSCCN1C(C2=CC=CC=C2C1=O)=O (2-[[2-(2-Furanyl)ethyl]thio]ethyl-1H-isoindole-1,3(2H)-dione), Cl.CNC (dimethylamine hydrochloride), C=O (paraformaldehyde), Cl.CNC (dimethylamine hydrochloride), C=O (paraformaldehyde). The solvent is C(C)O (ethanol). Run at time 16 hour. The product is CN(C)CC1=CC=C(O1)CCSCCN1C(C2=CC=CC=C2C1=O)=O (2-[2-[[2-[5-(dimethylamino)methyl-2-furanyl]ethyl]thio]ethyl]-1H-isoindole-1,3(2H)dione). Yield: 72.3%. RXN SMILES: [O:1]1[CH:5]=[CH:4][CH:3]=[C:2]1[CH2:6][CH2:7][S:8][CH2:9][CH2:10][N:11]1[C:19](=[O:20])[C:18]2[C:13](=[CH:14][CH:15]=[CH:16][CH:17]=2)[C:12]1=[O:21].Cl.[CH3:23][NH:24][CH3:25].[CH2:26]=O>C(O)C>[CH3:23][N:24]([CH2:26][C:5]1[O:1][C:2]([CH2:6][CH2:7][S:8][CH2:9][CH2:10][N:11]2[C:19](=[O:20])[C:18]3[C:13](=[CH:14][CH:15]=[CH:16][CH:17]=3)[C:12]2=[O:21])=[CH:3][CH:4]=1)[CH3:25] |f:1.2|. Procedure: 2-[[2-(2-Furanyl)ethyl]thio]ethyl-1H-isoindole-1,3(2H)-dione (0.5 g), dimethylamine hydrochloride (0.27 g) and paraformaldehyde (0.102 g) were heated together under reflux in ethanol. After 5 hr further dimethylamine hydrochloride (0.27 g) and paraformaldehyde (0.102 g) were added and the heating continued for a further 16 hr. Solvent was removed, the residue basified and extracted with ethyl acetate to give an oil which after column chromatography (silica/methanol) gave 2-[2-[[2-[5-(dimethylami... Reactants: CC(C)(CO)NC(=O)OC(C)(C)C, CC(C)C(NC(=O)OCc1ccccc1)C(=O)O, CN(C)c1ccncc1, C(=NC1CCCCC1)=NC1CCCCC1, ClCCl. Yields the product CC(C)C(NC(=O)OCc1ccccc1)C(=O)OCC(C)(C)NC(=O)OC(C)(C)C. As a reaction SMILES: [C:1]([CH3:2])([CH3:3])([CH3:4])[O:5][C:6](=[O:7])[NH:8][C:9]([CH2:10][OH:11])([CH3:12])[CH3:13].[CH2:14]([c:15]1[cH:16][cH:17][cH:18][cH:19][cH:20]1)[O:21][C:22](=[O:23])[NH:24][CH:25]([CH:26]([CH3:27])[CH3:28])[C:29](=[O:30])[OH:31].[CH3:47][N:48]([CH3:49])[c:50]1[cH:51][cH:52][n:53][cH:54][cH:55]1.[CH:32]1([N:33]=[C:34]=[N:35][CH:36]2[CH2:37][CH2:38][CH2:39][CH2:40][CH2:41]2)[CH2:42][CH2:43][CH2:44][CH2:45][CH2:46]1.[Cl:56][CH2:57][Cl:58]>>[C:1]([CH3:2])([CH3:3])([CH3:4])[O:5][C:6](=[O:7])[NH:8][C:9]([CH2:10][O:11][C:29]([CH:25]([NH:24][C:22]([O:21][CH2:14][c:15]1[cH:16][cH:17][cH:18][cH:19][cH:20]1)=[O:23])[CH:26]([CH3:27])[CH3:28])=[O:30])([CH3:12])[CH3:13]. Starting materials: C(C)OC(=O)[C@H]1[C@@H](C1)C1=C(C=C(C(=C1)F)NCC1=CC(=CC=C1)OC1=CC=CC=C1)F ((trans)-ethyl-2-[2,5-difluoro-4-({[3-(phenyloxy)phenyl]methyl}amino)phenyl]cyclopropanecarboxylate), [OH-].[Na+] (sodium hydroxide). The solvent is CO (methanol). Product: FC1=C(C=C(C(=C1)NCC1=CC(=CC=C1)OC1=CC=CC=C1)F)[C@H]1[C@@H](C1)C(=O)O ((+)-(trans)-2-[2,5-difluoro-4-({[3-(phenyloxy)phenyl]methyl}amino)phenyl]cyclopropanecarboxylic Acid). Isolated yield 83.5%. RXN SMILES: C([O:3][C:4]([C@@H:6]1[CH2:8][C@H:7]1[C:9]1[CH:14]=[C:13]([F:15])[C:12]([NH:16][CH2:17][C:18]2[CH:23]=[CH:22][CH:21]=[C:20]([O:24][C:25]3[CH:30]=[CH:29][CH:28]=[CH:27][CH:26]=3)[CH:19]=2)=[CH:11][C:10]=1[F:31])=[O:5])C.[OH-].[Na+]>CO>[F:31][C:10]1[CH:11]=[C:12]([NH:16][CH2:17][C:18]2[CH:23]=[CH:22][CH:21]=[C:20]([O:24][C:25]3[CH:30]=[CH:29][CH:28]=[CH:27][CH:26]=3)[CH:19]=2)[C:13]([F:15])=[CH:14][C:9]=1[C@@H:7]1[CH2:8][C@H:6]1[C:4]([OH:5])=[O:3] |f:1.2|. Reported procedure: A solution of enantiomerically enriched-(trans)-ethyl-2-[2,5-difluoro-4-({[3-(phenyloxy)phenyl]methyl}amino)phenyl]cyclopropanecarboxylate (III-2g) (0.127 g, 0.30 mmol) and 0.5 mL of 15% aqueous sodium hydroxide in 5 mL of methanol was heated at reflux for 1.5 hours. Methanol was evaporated and the residue was dissolved in water and acidified with concentrated hydrochloric acid. The precipitated product was extracted with dichloromethane, the organic phase washed with water, dried over anhydrous... Reactants: Cn1nc(-c2c(F)cc(Cl)c3nc(Br)sc23)c(Cl)c1OC(F)F, [H-], [Na+], C1CCOC1, O, COC(=O)C(C)O. The product is COC(=O)C(C)Oc1nc2c(Cl)cc(F)c(-c3nn(C)c(OC(F)F)c3Cl)c2s1. RXN SMILES: [Br:10][c:11]1[s:12][c:13]2[c:14]([n:15]1)[c:16]([Cl:32])[cH:17][c:18]([F:31])[c:19]2-[c:20]1[n:21][n:22]([CH3:30])[c:23]([O:26][CH:27]([F:28])[F:29])[c:24]1[Cl:25].[H-:1].[Na+:2].[O:34]1[CH2:35][CH2:36][CH2:37][CH2:38]1.[OH2:33].[OH:3][CH:4]([C:5](=[O:6])[O:7][CH3:8])[CH3:9]>>[O:3]([CH:4]([C:5](=[O:6])[O:7][CH3:8])[CH3:9])[c:11]1[s:12][c:13]2[c:14]([n:15]1)[c:16]([Cl:32])[cH:17][c:18]([F:31])[c:19]2-[c:20]1[n:21][n:22]([CH3:30])[c:23]([O:26][CH:27]([F:28])[F:29])[c:24]1[Cl:25]. The reactants are NC1CCC2=CC=CC=C12 ((rac)-1-aminoindan), FC1=CC=C(C(=O)Cl)C=C1 (4-fluorobenzoyl chloride). The product is FC1=CC=C(C(=O)NC2CCC3=CC=CC=C23)C=C1 ((rac)-N-(4′-Fluorobenzoyl)-1-aminoindan). RXN SMILES: [NH2:1][CH:2]1[C:10]2[C:5](=[CH:6][CH:7]=[CH:8][CH:9]=2)[CH2:4][CH2:3]1.[F:11][C:12]1[CH:20]=[CH:19][C:15]([C:16](Cl)=[O:17])=[CH:14][CH:13]=1>>[F:11][C:12]1[CH:20]=[CH:19][C:15]([C:16]([NH:1][CH:2]2[C:10]3[C:5](=[CH:6][CH:7]=[CH:8][CH:9]=3)[CH2:4][CH2:3]2)=[O:17])=[CH:14][CH:13]=1. Procedure: The title compound was prepared from (rac)-1-aminoindan (1.7 g, 12.85 mmole) and 4-fluorobenzoyl chloride (2.24 g, 14.1 mmole) as in Ex. 52; 1.71 g (6.7 mmole, 52%), mp: 109-10° C.